Task: describe an organic reaction: reactants, conditions, products, and yield. Dataset: the Open Reaction Database (ORD), a public repository of structured organic reaction records Reactants: BrC=1C=C2C(=CNC2=CC1)C#N (5-bromo-1H-indole-3-carbonitrile), C(C)OC(C=C(C1=CC=CC=C1)C1=C2C(=CNC2=CC=C1)C#N)=O (3-(3-cyano-1H-Indol-4-yl)-3-phenyl-acrylic acid ethyl ester). The product is C(C)OC(C=C(C1=CC=CC=C1)C=1C=C2C(=CNC2=CC1)C#N)=O (3-(3-Cyano-1H-Indol-5-yl)-3-phenyl-acrylic acid ethyl ester). Yield: 85.0%. As a reaction SMILES: Br[C:2]1[CH:3]=[C:4]2[C:8](=[CH:9][CH:10]=1)[NH:7][CH:6]=[C:5]2[C:11]#[N:12].[CH2:13]([O:15][C:16](=[O:36])[CH:17]=[C:18](C1C=CC=C2C=1C(C#N)=CN2)[C:19]1[CH:24]=[CH:23][CH:22]=[CH:21][CH:20]=1)[CH3:14]>>[CH2:13]([O:15][C:16](=[O:36])[CH:17]=[C:18]([C:2]1[CH:3]=[C:4]2[C:8](=[CH:9][CH:10]=1)[NH:7][CH:6]=[C:5]2[C:11]#[N:12])[C:19]1[CH:24]=[CH:23][CH:22]=[CH:21][CH:20]=1)[CH3:14]. Procedure: 3-(3-Cyano-1H-Indol-5-yl)-3-phenyl-acrylic acid ethyl ester LXIII (1.82 g, 85% yield) was prepared from 5-bromo-1H-indole-3-carbonitrile using the procedure described for 3-(3-cyano-1H-Indol-4-yl)-3-phenyl-acrylic acid ethyl ester LVIII.